From a dataset of the Open Reaction Database (ORD), a public repository of structured organic reaction records. describe an organic reaction: reactants, conditions, products, and yield Run in C(C)(=O)OCC (ethyl acetate), CN(C)C=O (DMF). Run at time 17 hour. The product is C(CC)OC1=C(C=O)C=CC=C1 (2-propoxybenzaldehyde). Reported procedure: To 3-hydroxybenzaldehyde (12.2 g) dissolved in DMF (100 ml) were added 1-bromopropane (14.7 g) and potassium carbonate (20.7 g), and the resulting mixture was stirred at room temperature for 17 hours. The reaction mixture was diluted with ethyl acetate and washed respectively with water and an aqueous saturated solution of sodium chloride, and the organic layer was dried with anhydrous magnesium sulfate. The resulting organic layer was evaporated under reduced pressure to remove the solvent to o... Reaction SMILES: O[C:2]1[CH:3]=[C:4]([CH:7]=[CH:8][CH:9]=1)[CH:5]=[O:6].Br[CH2:11][CH2:12][CH3:13].C(=O)([O-])[O-:15].[K+].[K+]>CN(C=O)C.C(OCC)(=O)C>[CH2:11]([O:15][C:7]1[CH:8]=[CH:9][CH:2]=[CH:3][C:4]=1[CH:5]=[O:6])[CH2:12][CH3:13] |f:2.3.4|. The yield is 98.6%. Starting materials: BrCCC (1-bromopropane), C([O-])([O-])=O.[K+].[K+] (potassium carbonate), OC=1C=C(C=O)C=CC1 (3-hydroxybenzaldehyde). The reactants are ClC1=NC=NC2=CC(=CC(=C12)OC1CCN(CC1)C)OC (4-chloro-7-methoxy-5-(N-methylpiperidin-4-yloxy)quinazoline), NC1=CC=CC=2C=COC21 (7-aminobenzofuran). The product is Cl.Cl.O1C=CC2=C1C(=CC=C2)NC2=NC=NC1=CC(=CC(=C21)OC2CCN(CC2)C)OC (4-(benzofuran-7-ylamino)-7-methoxy-5-(N-methylpiperidin-4-yloxy)quinazoline dihydrochloride). As a reaction SMILES: [Cl:1][C:2]1[C:11]2[C:6](=[CH:7][C:8]([O:20][CH3:21])=[CH:9][C:10]=2[O:12][CH:13]2[CH2:18][CH2:17][N:16]([CH3:19])[CH2:15][CH2:14]2)[N:5]=[CH:4][N:3]=1.[NH2:22][C:23]1[C:31]2[O:30][CH:29]=[CH:28][C:27]=2[CH:26]=[CH:25][CH:24]=1>>[ClH:1].[ClH:1].[O:30]1[C:31]2[C:23]([NH:22][C:2]3[C:11]4[C:6](=[CH:7][C:8]([O:20][CH3:21])=[CH:9][C:10]=4[O:12][CH:13]4[CH2:18][CH2:17][N:16]([CH3:19])[CH2:15][CH2:14]4)[N:5]=[CH:4][N:3]=3)=[CH:24][CH:25]=[CH:26][C:27]=2[CH:28]=[CH:29]1 |f:2.3.4|. Procedure details: Using an analogous procedure to that described in Example 5, 4-chloro-7-methoxy-5-(N-methylpiperidin-4-yloxy)quinazoline was reacted with 7-aminobenzofuran to give the title compound, a portion of which was treated with a saturated methanolic ammonia solution. The mixture was filtered and the filtrate was evaporated to give the free base; NMR Spectrum: (CDCl3) 2.15-2.35 (m, 6H), 2.32 (s, 3H), 2.92 (m, 2H), 3.9 (s, 3H), 4.6 (m, 1H), 6.5 (d, 1H), 6.8 (d, 1H), 6.85 (d, 1H), 7.25-7.4 (m, 2H), 7.68 (... Yields the product COC(=O)c1nc(C2CCN(C(=O)OC(C)(C)C)CC2)cnc1N(C(=O)OC(C)(C)C)C(=O)OC(C)(C)C. The reactants are COC(=O)c1nc(C2=CCN(C(=O)OC(C)(C)C)CC2)cnc1N(C(=O)OC(C)(C)C)C(=O)OC(C)(C)C, CO, [H][H]. Reaction SMILES: [C:1]([CH3:2])([CH3:3])([CH3:4])[O:5][C:6](=[O:7])[N:8]([c:9]1[c:10]([C:28](=[O:29])[O:30][CH3:31])[n:11][c:12]([C:15]2=[CH:20][CH2:19][N:18]([C:21](=[O:22])[O:23][C:24]([CH3:25])([CH3:26])[CH3:27])[CH2:17][CH2:16]2)[cH:13][n:14]1)[C:32](=[O:33])[O:34][C:35]([CH3:36])([CH3:37])[CH3:38].[CH3:41][OH:42].[H:39][H:40]>>[C:1]([CH3:2])([CH3:3])([CH3:4])[O:5][C:6](=[O:7])[N:8]([c:9]1[c:10]([C:28](=[O:29])[O:30][CH3:31])[n:11][c:12]([CH:15]2[CH2:16][CH2:17][N:18]([C:21](=[O:22])[O:23][C:24]([CH3:25])([CH3:26])[CH3:27])[CH2:19][CH2:20]2)[cH:13][n:14]1)[C:32](=[O:33])[O:34][C:35]([CH3:36])([CH3:37])[CH3:38]. Reactants: C(C)N1CCOCC1 (N-ethylmorpholine), NC1=CC=CC=C1 (aniline), C(C1=CC=CC=C1)OC(=O)N[C@@H](C)C(=O)O (N-benzyloxycarbonyl-L-alanine), ClC(=O)OCC(C)C (isobutyl chloroformate). The solvent is O1CCCC1 (tetrahydrofuran), petroleum ether. Reaction conditions: temperature -10 celsius, time 20 minute. Yields the product C(C1=CC=CC=C1)OC(=O)N(C1=CC=CC=C1)C([C@@H](N)C)=O (N-benzyloxycarbonyl-L-alanine anilide). Yield: 80.0%. Reaction SMILES: [CH2:1]([O:8][C:9]([NH:11][C@H:12]([C:14](O)=O)[CH3:13])=[O:10])[C:2]1[CH:7]=[CH:6][CH:5]=[CH:4][CH:3]=1.C([N:19]1[CH2:24][CH2:23][O:22]CC1)C.ClC(O[CH2:29][CH:30](C)[CH3:31])=O.N[C:34]1C=CC=CC=1>O1CCCC1>[CH2:1]([O:8][C:9]([N:11]([C:23](=[O:22])[C@H:24]([CH3:34])[NH2:19])[C:12]1[CH:13]=[CH:31][CH:30]=[CH:29][CH:14]=1)=[O:10])[C:2]1[CH:3]=[CH:4][CH:5]=[CH:6][CH:7]=1. Procedure details: 11.15 g (0.05 mol) of N-benzyloxycarbonyl-L-alanine were dissolved in 75 ml of dry tetrahydrofuran and the mixture was cooled to -10° C. 6.35 ml (0.05 mol) of N-ethylmorpholine were added followed by 6.5 ml of isobutyl chloroformate and the resulting solution was stirred at -10° C. for 20 minutes. 4.65 ml (0.05 mol) of aniline were then added, the mixture was stirred at 0° C. for 1 hour and then left to stand at room temperature for 3 hours. The solvents were removed by evaporation and the resid...